Task: describe an organic reaction: reactants, conditions, products, and yield. Dataset: the Open Reaction Database (ORD), a public repository of structured organic reaction records Starting materials: CCOC(C)=O, [H][H], COC(=O)c1ccc(C(F)(F)F)cc1[N+](=O)[O-]. The product is COC(=O)c1ccc(C(F)(F)F)cc1N. RXN SMILES: [CH3:20][CH2:21][O:22][C:23](=[O:24])[CH3:25].[H:18][H:19].[N+:1]([O-:2])(=[O:3])[c:4]1[c:5]([C:6](=[O:7])[O:8][CH3:9])[cH:10][cH:11][c:12]([C:14]([F:15])([F:16])[F:17])[cH:13]1>>[NH2:1][c:4]1[c:5]([C:6](=[O:7])[O:8][CH3:9])[cH:10][cH:11][c:12]([C:14]([F:15])([F:16])[F:17])[cH:13]1. Starting materials: Cc1ccccc1, NCCC1(O)CCCCC1, CCOC(=O)c1ccc(CCCC=O)cc1, O, CC(C)(S)C(=O)O. Yields the product CCOC(=O)c1ccc(CCCC2SC(C)(C)C(=O)N2CCC2(O)CCCCC2)cc1. Reaction SMILES: [CH3:35][c:36]1[cH:37][cH:38][cH:39][cH:40][cH:41]1.[NH2:17][CH2:18][CH2:19][C:20]1([OH:26])[CH2:21][CH2:22][CH2:23][CH2:24][CH2:25]1.[O:1]=[CH:2][CH2:3][CH2:4][CH2:5][c:6]1[cH:7][cH:8][c:9]([C:10](=[O:11])[O:12][CH2:13][CH3:14])[cH:15][cH:16]1.[OH2:34].[SH:27][C:28]([C:29](=[O:30])[OH:31])([CH3:32])[CH3:33]>>[CH:2]1([CH2:3][CH2:4][CH2:5][c:6]2[cH:7][cH:8][c:9]([C:10](=[O:11])[O:12][CH2:13][CH3:14])[cH:15][cH:16]2)[N:17]([CH2:18][CH2:19][C:20]2([OH:26])[CH2:21][CH2:22][CH2:23][CH2:24][CH2:25]2)[C:29](=[O:30])[C:28]([CH3:32])([CH3:33])[S:27]1. Starting materials: C(C)(=O)O (Acetic acid), O=C(CC(=O)OCC)CCC (Ethyl 3-oxo-hexanoate), S(=O)(=O)(O)O.C(C)NC(=N)N (N-ethylguanidine sulphate), [Na] (sodium). The solvent is C(C)O (ethanol). Run at time 10 minute. Product: C(C)NC1=NC(=CC(=N1)O)CCC (2-ethylamino-4-hydroxy-6-propylpyrimidine). Yield: 85.0%. Reaction SMILES: O=[C:2]([CH2:9][CH2:10][CH3:11])[CH2:3][C:4]([O:6]CC)=O.S(O)(O)(=O)=O.[CH2:17]([NH:19][C:20]([NH2:22])=[NH:21])[CH3:18].[Na].C(O)(=O)C>C(O)C>[CH2:17]([NH:19][C:20]1[N:22]=[C:4]([OH:6])[CH:3]=[C:2]([CH2:9][CH2:10][CH3:11])[N:21]=1)[CH3:18] |f:1.2,^1:22|. Procedure details: Ethyl 3-oxo-hexanoate (4.74 g; 30 mM) and N-ethylguanidine sulphate (4.08 g; 30 mM) were dissolved in a solution prepared by dissolving sodium (1.4 g; 0.65 g atom) in ethanol (100 ml) and the mixture was heated under reflux on the steam bath for 18 hours. Acetic acid (5 ml) was added to the cooled mixture which was stirred for 10 minutes. Insoluble material was removed by filtration and the filtrate was evaporated. The residue was partitioned between water (50 ml) and methylene chloride (50 ml).... Starting materials: C1CCOC1, CN([SiH](C)C)[Si](C)(C)C, Nc1c(Cl)ccc2c1OCO2, CSc1nc2ncc(C#N)c(Cl)c2s1, [Na], CN(C)C=O, O. Product: CSc1nc2ncc(C#N)c(Nc3c(Cl)ccc4c3OCO4)c2s1. As a reaction SMILES: [CH2:11]1[O:12][CH2:13][CH2:14][CH2:15]1.[CH3:1][SiH:2]([CH3:3])[N:4]([CH3:5])[Si:6]([CH3:7])([CH3:8])[CH3:9].[Cl:16][c:17]1[c:18]([NH2:26])[c:19]2[c:20]([cH:24][cH:25]1)[O:21][CH2:22][O:23]2.[Cl:27][c:28]1[c:29]2[c:30]([n:31][cH:32][c:33]1[C:34]#[N:35])[n:36][c:37]([S:39][CH3:40])[s:38]2.[Na:10].[O:41]=[CH:42][N:43]([CH3:44])[CH3:45].[OH2:46]>>[Cl:16][c:17]1[c:18]([NH:26][c:28]2[c:29]3[c:30]([n:31][cH:32][c:33]2[C:34]#[N:35])[n:36][c:37]([S:39][CH3:40])[s:38]3)[c:19]2[c:20]([cH:24][cH:25]1)[O:21][CH2:22][O:23]2.